From a dataset of the Open Reaction Database (ORD), a public repository of structured organic reaction records. describe an organic reaction: reactants, conditions, products, and yield The reactants are ON=C1C2=CC=CN2C=2C=CC=C3C=CN=C1C23 (7-hydroxyimino-7H-indolizino[5,6,7-ij]isoquinoline), [OH-].[Na+] (sodium hydroxide), needles. The solvent is C(C)O (ethanol), O (water). The product is C1=CC=C2C=CN=C3C2=C1N1C=CC=C1C3=O (7H-indolizino[5,6,7-ij]isoquinolin-7-one). As a reaction SMILES: ON=[C:3]1[C:17]2[C:18]3[C:13]([CH:14]=[CH:15][N:16]=2)=[CH:12][CH:11]=[CH:10][C:9]=3[N:8]2[C:4]1=[CH:5][CH:6]=[CH:7]2.[OH-:19].[Na+]>C(O)C.O>[CH:10]1[C:9]2[N:8]3[C:4]([C:3](=[O:19])[C:17]4[C:18]=2[C:13]([CH:14]=[CH:15][N:16]=4)=[CH:12][CH:11]=1)=[CH:5][CH:6]=[CH:7]3 |f:1.2|. Procedure details: The 7-Imino-7H-indolizino[5,6,7-ij]isoquinoline (110 g.) and N sodium hydroxide solution ( ##SPC14## cc.) in ethanol (4.4 liters) and water (4.4 liters) are heated under reflux for 4 hours. After cooling, 7H-indolizino[5,6,7-ij]isoquinolin-7-one (108.1 g.) is obtained in the form of yellow needles melting at 264° C.